This data is from the Open Reaction Database (ORD), a public repository of structured organic reaction records. The task is: describe an organic reaction: reactants, conditions, products, and yield Starting materials: CC(C)COC(=O)C(C)N, Cl, O=C(O)Cc1cccc([N+](=O)[O-])c1. Yields the product CC(C)COC(=O)C(C)NC(=O)Cc1cccc([N+](=O)[O-])c1. Reaction SMILES: [CH2:15]([CH:16]([CH3:17])[CH3:18])[O:19][C:20]([CH:21]([NH2:22])[CH3:23])=[O:24].[ClH:14].[N+:1](=[O:2])([O-:3])[c:4]1[cH:5][c:6]([CH2:10][C:11](=[O:12])[OH:13])[cH:7][cH:8][cH:9]1>>[N+:1](=[O:2])([O-:3])[c:4]1[cH:5][c:6]([CH2:10][C:11](=[O:13])[NH:22][CH:21]([C:20]([O:19][CH2:15][CH:16]([CH3:17])[CH3:18])=[O:24])[CH3:23])[cH:7][cH:8][cH:9]1. Product: CC1(OC2=CC(=CC=C2C(C1)(C)C)C#C[Si](C)(C)C)C (2,2,4,4-Tetramethyl-7-trimethylsilylethynyl-chroman). Run in C(C)N(CC)CC (triethylamine). Reaction SMILES: [CH3:1][C:2]1([CH3:15])[CH2:11][C:10]([CH3:13])([CH3:12])[C:9]2[C:4](=[CH:5][C:6](Br)=[CH:7][CH:8]=2)[O:3]1.[CH3:16][Si:17]([C:20]#[CH:21])([CH3:19])[CH3:18]>C(N(CC)CC)C.[Pd](Cl)Cl.C1(P(C2C=CC=CC=2)C2C=CC=CC=2)C=CC=CC=1.C1(P(C2C=CC=CC=2)C2C=CC=CC=2)C=CC=CC=1>[CH3:1][C:2]1([CH3:15])[CH2:11][C:10]([CH3:13])([CH3:12])[C:9]2[C:4](=[CH:5][C:6]([C:21]#[C:20][Si:17]([CH3:19])([CH3:18])[CH3:16])=[CH:7][CH:8]=2)[O:3]1 |f:3.4.5|. Procedure details: A solution of 2 g (7.4 mmol) of 2,2,4,4 tetramethyl-7-bromochroman (Compound 42) and 3.63 g (37.0 mmol) of trimethylsilylacetylene in 5 ml of triethylamine was placed in a heavy walled glass tube and degassed under nitrogen. The mixture was then treated, under nitrogen, with 130 mg (0.6826 mmol) of cuprous iodide and 260 mg (0.3704 mmol) of bis (triphenyl phosphine) palladium (II) chloride. The reaction mixture was degassed again and placed under nitrogen and the tube was sealed. The mixture was... Run at temperature 60 celsius, time 24 hour. The reactants are cuprous iodide, CC1(OC2=CC(=CC=C2C(C1)(C)C)Br)C (2,2,4,4 tetramethyl-7-bromochroman), CC1(OC2=CC(=CC=C2C(C1)(C)C)Br)C (2,2,4,4 tetramethyl-7-bromochroman), C[Si](C)(C)C#C (trimethylsilylacetylene). The reagents and catalysts are [Pd](Cl)Cl.C1(=CC=CC=C1)P(C1=CC=CC=C1)C1=CC=CC=C1.C1(=CC=CC=C1)P(C1=CC=CC=C1)C1=CC=CC=C1 (bis (triphenyl phosphine) palladium (II) chloride). Starting materials: Cl.Cl.COC1=CC=C(OC(=O)CN2CCN(CC2)CC2=CC(=C(C(=C2)OC)OC)OC)C=C1 (1-[(4-methoxyphenoxy)carbonylmethyl]-4-(3,4,5-trimethoxybenzyl)piperazine dihydrochloride). Run in C([O-])([O-])=O.[K+].[K+] (potassium carbonate). Product: COC1=CC=C(OC(=O)CN2CCN(CC2)CC2=CC(=C(C(=C2)OC)OC)OC)C=C1 (1-[(4-methoxyphenoxy)carbonylmethyl]-4-(3,4,5-trimethoxybenzyl)piperazine). Yield: 76.0%. Reaction SMILES: Cl.Cl.[CH3:3][O:4][C:5]1[CH:33]=[CH:32][C:8]([O:9][C:10]([CH2:12][N:13]2[CH2:18][CH2:17][N:16]([CH2:19][C:20]3[CH:25]=[C:24]([O:26][CH3:27])[C:23]([O:28][CH3:29])=[C:22]([O:30][CH3:31])[CH:21]=3)[CH2:15][CH2:14]2)=[O:11])=[CH:7][CH:6]=1>C(=O)([O-])[O-].[K+].[K+]>[CH3:3][O:4][C:5]1[CH:6]=[CH:7][C:8]([O:9][C:10]([CH2:12][N:13]2[CH2:14][CH2:15][N:16]([CH2:19][C:20]3[CH:25]=[C:24]([O:26][CH3:27])[C:23]([O:28][CH3:29])=[C:22]([O:30][CH3:31])[CH:21]=3)[CH2:17][CH2:18]2)=[O:11])=[CH:32][CH:33]=1 |f:0.1.2,3.4.5|. Reported procedure: The 1-[(4-methoxyphenoxy)carbonylmethyl]-4-(3,4,5-trimethoxybenzyl)piperazine dihydrochloride (8.0 g) obtained above is added to a 5% aqueous potassium carbonate solution (100 ml), and the produced oily substance is extracted with chloroform (150 ml). The chloroform layer is dried over anhydrous magnesium sulfate, and the solvent is distilled off under reduced pressure. The residue is recrystallized from a mixture of ethyl acetate and n-hexane to give 1-[(4-methoxyphenoxy)carbonylmethyl]-4-(3,4,... Starting materials: BrC=1N=C(SC1)C1=NC(=CC(=C1)C1=CC=C(C=C1)C(F)(F)F)C (2-(4-bromo-thiazol-2-yl)-6-methyl-4-(4-trifluoromethyl-phenyl)-pyridine), C(C)(C)(C)NS(=O)(=O)C=1C=C(C=CC1)B(O)O (3-(tert-butylsulfamoyl)-benzeneboronic acid). The product is C(C)(C)(C)NS(=O)(=O)C1=CC(=CC=C1)C=1N=C(SC1)C1=NC(=CC(=C1)C1=CC=C(C=C1)C(F)(F)F)C (N-tert-Butyl-3-{2-[6-methyl-4-(4-trifluoromethyl-phenyl)-pyridin-2-yl]-thiazol-4-yl}-benzenesulfonamide), solid. The yield is 60.0%. Reaction SMILES: Br[C:2]1[N:3]=[C:4]([C:7]2[CH:12]=[C:11]([C:13]3[CH:18]=[CH:17][C:16]([C:19]([F:22])([F:21])[F:20])=[CH:15][CH:14]=3)[CH:10]=[C:9]([CH3:23])[N:8]=2)[S:5][CH:6]=1.[C:24]([NH:28][S:29]([C:32]1[CH:33]=[C:34](B(O)O)[CH:35]=[CH:36][CH:37]=1)(=[O:31])=[O:30])([CH3:27])([CH3:26])[CH3:25]>>[C:24]([NH:28][S:29]([C:32]1[CH:33]=[CH:34][CH:35]=[C:36]([C:2]2[N:3]=[C:4]([C:7]3[CH:12]=[C:11]([C:13]4[CH:18]=[CH:17][C:16]([C:19]([F:22])([F:21])[F:20])=[CH:15][CH:14]=4)[CH:10]=[C:9]([CH3:23])[N:8]=3)[S:5][CH:6]=2)[CH:37]=1)(=[O:31])=[O:30])([CH3:27])([CH3:25])[CH3:26]. Procedure details: The title compound was prepared from 2-(4-bromo-thiazol-2-yl)-6-methyl-4-(4-trifluoromethyl-phenyl)-pyridine (example E.80) (0.5 g, 1.253 mmol) and commercially available 3-(tert-butylsulfamoyl)-benzeneboronic acid (0.354 g, 1.378 mmol) according to the general procedure VI. Obtained as a white solid (0.10 g, 15%) and additional off-white solid (0.40 g, 60%). MS (ISP) 532.1 [(M+H)+]; mp 196° C.